From a dataset of the Open Reaction Database (ORD), a public repository of structured organic reaction records. describe an organic reaction: reactants, conditions, products, and yield Starting materials: N1(CCC1)C1=NC2=C(N1COCC[Si](C)(C)C)C=CC=C2 (2-(azetidin-1-yl)-1-((2-(trimethylsilyl)ethoxy)methyl)-1H benzo[d]imidazole), [O-]CC.[Na+] (sodium ethoxide). Run in O (water), CN(C)C=O (DMF). Run at temperature 150 celsius. Product: N1(CCC1)C1=NC2=C(N1)C=CC=C2 (2-(azetidin-1-yl)-1H-benzo[d]imidazole). Isolated yield 98.8%. Reaction SMILES: [N:1]1([C:5]2[N:9](COCC[Si](C)(C)C)[C:8]3[CH:18]=[CH:19][CH:20]=[CH:21][C:7]=3[N:6]=2)[CH2:4][CH2:3][CH2:2]1.[O-]CC.[Na+]>CN(C=O)C.O>[N:1]1([C:5]2[NH:6][C:7]3[CH:21]=[CH:20][CH:19]=[CH:18][C:8]=3[N:9]=2)[CH2:4][CH2:3][CH2:2]1 |f:1.2|. Reported procedure: Into a sealed vessel was placed crude 2-(azetidin-1-yl)-1-((2-(trimethylsilyl)ethoxy)methyl)-1H benzo[d]imidazole (0.55 g) and sodium ethoxide (1.2 g) in DMF (14 mL). The reacted was heated for 30 mins at 150° C. in an oil bath. The reaction mixture was diluted with water and extracted with ethyl acetate. The organic layer was dried with magnesium sulfate, filtered and concentrated to give 310 mg of 2-(azetidin-1-yl)-1H-benzo[d]imidazole as yellow solid. The reactants are CCC(CC)(CC=CBr)O[Si](CC)(CC)CC, CC(C)(O)C1=CCC2C3=CC=C4CC(O[Si](C)(C)C(C)(C)C)CC(O[Si](C)(C)C(C)(C)C)C4(C)C3CCC12C, C1COCCOCCOCCOCCO1, [H-], [Na+], C1CCOC1. Yields the product CCC(CC)(CC=COC(C)(C)C1=CCC2C3=CC=C4CC(O[Si](C)(C)C(C)(C)C)CC(O[Si](C)(C)C(C)(C)C)C4(C)C3CCC12C)O[Si](CC)(CC)CC. As a reaction SMILES: [Br:40][CH:41]=[CH:42][CH2:43][C:44]([CH2:45][CH3:46])([O:47][Si:48]([CH2:49][CH3:50])([CH2:51][CH3:52])[CH2:53][CH3:54])[CH2:55][CH3:56].[C:1]([CH3:2])([CH3:3])([CH3:4])[Si:5]([O:6][CH:7]1[CH2:8][CH:9]([O:30][Si:31]([CH3:32])([CH3:33])[C:34]([CH3:35])([CH3:36])[CH3:37])[CH2:10][C:11]2=[CH:12][CH:13]=[C:14]3[CH:15]4[CH2:16][CH:17]=[C:18]([C:19]([CH3:20])([CH3:21])[OH:22])[C:23]4([CH3:29])[CH2:24][CH2:25][CH:26]3[C:27]12[CH3:28])([CH3:38])[CH3:39].[CH2:59]1[O:60][CH2:61][CH2:62][O:63][CH2:64][CH2:65][O:66][CH2:67][CH2:68][O:69][CH2:70][CH2:71][O:72][CH2:73]1.[H-:57].[Na+:58].[O:74]1[CH2:75][CH2:76][CH2:77][CH2:78]1>>[C:1]([CH3:2])([CH3:3])([CH3:4])[Si:5]([O:6][CH:7]1[CH2:8][CH:9]([O:30][Si:31]([CH3:32])([CH3:33])[C:34]([CH3:35])([CH3:36])[CH3:37])[CH2:10][C:11]2=[CH:12][CH:13]=[C:14]3[CH:15]4[CH2:16][CH:17]=[C:18]([C:19]([CH3:20])([CH3:21])[O:22][CH:41]=[CH:42][CH2:43][C:44]([CH2:45][CH3:46])([O:47][Si:48]([CH2:49][CH3:50])([CH2:51][CH3:52])[CH2:53][CH3:54])[CH2:55][CH3:56])[C:23]4([CH3:29])[CH2:24][CH2:25][CH:26]3[C:27]12[CH3:28])([CH3:38])[CH3:39].